Dataset: the Open Reaction Database (ORD), a public repository of structured organic reaction records. Task: describe an organic reaction: reactants, conditions, products, and yield Reactants: CC(C)(C)OC(=O)N1CCC(F)(CCO[Si](c2ccccc2)(c2ccccc2)C(C)(C)C)CC1, ClCCl, N, O=C(O)C(F)(F)F. The product is CC(C)(C)[Si](OCCC1(F)CCNCC1)(c1ccccc1)c1ccccc1. RXN SMILES: [C:8]([CH3:9])([CH3:10])([CH3:11])[Si:12]([O:13][CH2:14][CH2:15][C:16]1([F:29])[CH2:17][CH2:18][N:19]([C:22]([O:23][C:24]([CH3:25])([CH3:26])[CH3:27])=[O:28])[CH2:20][CH2:21]1)([c:30]1[cH:31][cH:32][cH:33][cH:34][cH:35]1)[c:36]1[cH:37][cH:38][cH:39][cH:40][cH:41]1.[Cl:43][CH2:44][Cl:45].[NH3:42].[OH:1][C:2]([C:3]([F:4])([F:5])[F:6])=[O:7]>>[C:8]([CH3:9])([CH3:10])([CH3:11])[Si:12]([O:13][CH2:14][CH2:15][C:16]1([F:29])[CH2:17][CH2:18][NH:19][CH2:20][CH2:21]1)([c:30]1[cH:31][cH:32][cH:33][cH:34][cH:35]1)[c:36]1[cH:37][cH:38][cH:39][cH:40][cH:41]1.